From a dataset of the Open Reaction Database (ORD), a public repository of structured organic reaction records. describe an organic reaction: reactants, conditions, products, and yield Reactants: C([O-])([O-])=O.[Na+].[Na+] (Sodium carbonate), C(C)O (ethanol), C1(=CC=CC=C1)C (toluene), BrC=1C=CC(=NC1)N1C[C@H](CCC1)C(=O)NC1CCC(CC1)O ((3S)-1-(5-bromopyridin-2-yl)-N-(4-hydroxycyclohexyl)piperidine-3-carboxamide), C1(=CC=CC=C1)B(O)O (phenylboronic acid). The reagents and catalysts are C=1C=CC(=CC1)[P](C=2C=CC=CC2)(C=3C=CC=CC3)[Pd]([P](C=4C=CC=CC4)(C=5C=CC=CC5)C=6C=CC=CC6)([P](C=7C=CC=CC7)(C=8C=CC=CC8)C=9C=CC=CC9)[P](C=1C=CC=CC1)(C=1C=CC=CC1)C=1C=CC=CC1 (tetrakis(triphenylphosphine)palladium(0)). Run in C(C)(=O)OCC (Ethyl acetate), O (water). The product is OC1CCC(CC1)NC(=O)[C@@H]1CN(CCC1)C1=NC=C(C=C1)C1=CC=CC=C1 ((3S)-N-(4-Hydroxycyclohexyl)-1-(5-phenylpyridin-2-yl)piperidine-3-carboxamide). As a reaction SMILES: C(=O)([O-])[O-].[Na+].[Na+].Br[C:8]1[CH:9]=[CH:10][C:11]([N:14]2[CH2:19][CH2:18][CH2:17][C@H:16]([C:20]([NH:22][CH:23]3[CH2:28][CH2:27][CH:26]([OH:29])[CH2:25][CH2:24]3)=[O:21])[CH2:15]2)=[N:12][CH:13]=1.[C:30]1(B(O)O)[CH:35]=[CH:34][CH:33]=[CH:32][CH:31]=1.C1(C)C=CC=CC=1.C(O)C>O.C1C=CC([P]([Pd]([P](C2C=CC=CC=2)(C2C=CC=CC=2)C2C=CC=CC=2)([P](C2C=CC=CC=2)(C2C=CC=CC=2)C2C=CC=CC=2)[P](C2C=CC=CC=2)(C2C=CC=CC=2)C2C=CC=CC=2)(C2C=CC=CC=2)C2C=CC=CC=2)=CC=1.C(OCC)(=O)C>[OH:29][CH:26]1[CH2:27][CH2:28][CH:23]([NH:22][C:20]([C@H:16]2[CH2:17][CH2:18][CH2:19][N:14]([C:11]3[CH:10]=[CH:9][C:8]([C:30]4[CH:35]=[CH:34][CH:33]=[CH:32][CH:31]=4)=[CH:13][N:12]=3)[CH2:15]2)=[O:21])[CH2:24][CH2:25]1 |f:0.1.2,^1:53,55,74,93|. Procedure details: Sodium carbonate (21.2 mg, 0.000200 mol) in water (0.10 mL) was added to a mixture of (3S)-1-(5-bromopyridin-2-yl)-N-(4-hydroxycyclohexyl)piperidine-3-carboxamide (38.2 mg, 0.000100 mol, prepared as example 154), phenylboronic acid (14.6 mg, 0.000120 mol) and tetrakis(triphenylphosphine)palladium(0) (3.5 mg, 0.0000030 mol) in toluene (200.0 μL, 0.001878 mol) and ethanol (100.0 μL, 0.001713 mol). The resulting mixture was irradiated with microwaves at 150° C. for 20 min. Ethyl acetate (5 mL) was ...